Dataset: the Open Reaction Database (ORD), a public repository of structured organic reaction records. Task: describe an organic reaction: reactants, conditions, products, and yield The reactants are S(=O)(Cl)Cl (Thionyl chloride), OC[C@H]1NC(O[C@@H]1C)=O ((4R,5R)-4-(hydroxymethyl)-5-methyloxazolidin-2-one). Solvent: N1=CC=CC=C1 (pyridine). Yields the product ClC[C@H]1NC(O[C@@H]1C)=O ((4S,5R)-4-(chloromethyl)-5-methyloxazolidin-2-one). Reaction SMILES: S(Cl)([Cl:3])=O.O[CH2:6][C@@H:7]1[C@@H:11]([CH3:12])[O:10][C:9](=[O:13])[NH:8]1>N1C=CC=CC=1>[Cl:3][CH2:6][C@@H:7]1[C@@H:11]([CH3:12])[O:10][C:9](=[O:13])[NH:8]1. Procedure: Thionyl chloride (5.07 ml, 69.4 mmol) was added to a mixture of (4R,5R)-4-(hydroxymethyl)-5-methyloxazolidin-2-one (1.82 g, 13.88 mmol) in pyridine (35 mL) at 0° C. and the mixture was allowed to warm to room temperature for one hour. The mixture was then heated to 60° C. for one hour, allowed to cool to room temperature and then concentrated under reduced pressure. The crude oil was purified by column chromatography on silica to afford (4S,5R)-4-(chloromethyl)-5-methyloxazolidin-2-one. 1H NMR (...